describe an organic reaction: reactants, conditions, products, and yield From a dataset of the Open Reaction Database (ORD), a public repository of structured organic reaction records. Reactants: Cl (hydrochloric acid), ClC1=CC=C(C=C1)C=1N=C(SC1CC(=O)O)C1=CC=C(C=C1)O (4-[4-Chlorophenyl]-2-[4-hydroxyphenyl]thiazole-5-acetic acid), [OH-].[Na+] (sodium hydroxide), Valeryl anhydride. The solvent is O (water). Run at temperature 0 celsius, time 4 minute. Product: ClC1=CC=C(C=C1)C=1N=C(SC1CC(=O)O)C1=CC=C(C=C1)OC(CCCC)=O (4-(4-Chlorophenyl)-2-(4-Valeryloxyphenyl)thiazole-5-acetic acid). Yield: 31.7%. Reaction SMILES: [Cl:1][C:2]1[CH:7]=[CH:6][C:5]([C:8]2[N:9]=[C:10]([C:17]3[CH:22]=[CH:21][C:20]([OH:23])=[CH:19][CH:18]=3)[S:11][C:12]=2[CH2:13][C:14]([OH:16])=[O:15])=[CH:4][CH:3]=1.[OH-:24].[Na+].Cl>O>[Cl:1][C:2]1[CH:3]=[CH:4][C:5]([C:8]2[N:9]=[C:10]([C:17]3[CH:18]=[CH:19][C:20]([O:23][C:4](=[O:24])[CH2:3][CH2:2][CH2:7][CH3:6])=[CH:21][CH:22]=3)[S:11][C:12]=2[CH2:13][C:14]([OH:16])=[O:15])=[CH:6][CH:7]=1 |f:1.2|. Reported procedure: 4-[4-Chlorophenyl]-2-[4-hydroxyphenyl]thiazole-5-acetic acid (3.81 g, 0.11 moles) was dissolved in 0.2 N sodium hydroxide (55 ml, 0.027 moles) and cooled to 0° C. Valeryl anhydride (2.0 g, 0.011 moles) was added and the reaction flask shaken vigorously for 4 minutes. Dilute hydrochloric acid was added, and the resulting gum extracted into chloroform. The chloroform layer was washed with water, separated, dried over magnesium sulphate to give a white solid. The solid was stirred with water at abo... Starting materials: OCCCN1CCCC1 (1-(3-hydroxypropyl)pyrrolidine), S(C)(=O)(=O)OCCCC1=CC(=C(C=C1)OC)OC (3-(3,4-dimethoxyphenyl)propan-1-ol mesylate), C1COCCOCCOCCOCCO1 (15-crown-5), [H-].[Na+] (sodium hydride). The reagents and catalysts are [I-].C(CCC)[N+](CCCC)(CCCC)CCCC (tetrabutylammonium iodide). The solvent is C(C)OCC (diethyl oxide), C1(=CC=CC=C1)C (toluene). Run at time 3 hour. Yields the product COC=1C=C(C=CC1OC)CCCOCCCN1CCCC1 (1-{3-[3-(3,4-dimethoxyphenyl)propoxy]propyl}-pyrrolidine). Yield: 13.1%. As a reaction SMILES: [OH:1][CH2:2][CH2:3][CH2:4][N:5]1[CH2:9][CH2:8][CH2:7][CH2:6]1.[H-].[Na+].S(O[CH2:17][CH2:18][CH2:19][C:20]1[CH:25]=[CH:24][C:23]([O:26][CH3:27])=[C:22]([O:28][CH3:29])[CH:21]=1)(=O)(=O)C.C1OCCOCCOCCOCCOC1>C1(C)C=CC=CC=1.[I-].C([N+](CCCC)(CCCC)CCCC)CCC.C(OCC)C>[CH3:29][O:28][C:22]1[CH:21]=[C:20]([CH2:19][CH2:18][CH2:17][O:1][CH2:2][CH2:3][CH2:4][N:5]2[CH2:9][CH2:8][CH2:7][CH2:6]2)[CH:25]=[CH:24][C:23]=1[O:26][CH3:27] |f:1.2,6.7|. Procedure: A To a solution of 1-(3-hydroxypropyl)pyrrolidine (631 mg) in toluene (10 mL) stirred at a temperature close to 0° C. is added sodium hydride (208 mg, 60% wt in paraffin). The mixture is stirred for three hours at room temperature, cooled to a temperature close to 0° C. and 3-(3,4-dimethoxyphenyl)propan-1-ol mesylate (750 mg), 15-crown-5 (30 μL), tetrabutylammonium iodide (8 mg) are added. The mixture is heated at reflux for 30 min, stirred overnight at room temperature and diluted with diethyl ... As a reaction SMILES: [CH3:1][C:2]1([CH3:24])[CH:6]([C:7]([OH:9])=[O:8])[N:5]2[C:10](=[O:22])[C@@H:11]([NH:12][C:13](=[O:21])[CH2:14][C:15]3[CH:20]=[CH:19][CH:18]=[CH:17][CH:16]=3)[C@H:4]2[S@:3]1=O.ClC(Cl)(Cl)COP([O-])([O-])=O.N1C=CC=CC=1>O1CCOCC1>[CH3:1][C:2]1[CH2:24][S:3][C@@H:4]2[C@H:11]([NH:12][C:13](=[O:21])[CH2:14][C:15]3[CH:20]=[CH:19][CH:18]=[CH:17][CH:16]=3)[C:10](=[O:22])[N:5]2[C:6]=1[C:7]([OH:9])=[O:8]. Isolated yield 244.6%. The reactants are ester, CC1([S@@]([C@H]2N(C1C(=O)O)C([C@H]2NC(CC2=CC=CC=C2)=O)=O)=O)C ((1S, 5R, 6R)-2,2-dimethyl-6-phenylacetamidopenam-3-carboxylic acid 1-oxide), ClC(COP(=O)([O-])[O-])(Cl)Cl (trichloroethylphosphate), N1=CC=CC=C1 (pyridine). The solvent is O1CCOCC1 (dioxan). Product: ester, CC=1CS[C@H]2N(C1C(=O)O)C([C@H]2NC(CC2=CC=CC=C2)=O)=O ((6R, 7R)-3-methyl-7-phenylacetamidoceph-3-em-4-carboxylic acid). Procedure: The polymer ester of (1S, 5R, 6R)-2,2-dimethyl-6-phenylacetamidopenam-3-carboxylic acid 1-oxide[45.60g, 0.05 mole, from example 29(a)] was refluxed for 24 hours in dioxan (500 ml.) with trichloroethylphosphate (1.15g, 5.0 m.mole) and pyridine (0.41 ml., 0.40g, 0.0051 mole) as in example 16 above to give the polymer ester of (6R, 7R)-3-methyl-7-phenylacetamidoceph-3-em-4-carboxylic acid (40.65g). The IR and NMR spectra were identical with the product obtained in example 8 above. Starting materials: C(C)(C)(C)C1=CC=C(C=C1)CC(=O)OC (Methyl 4-tert-butylphenylacetate), BrCCCl (1-bromo-2-chloroethane), C1CCOC1 (THF). Reagents/catalysts: C[Si](C)(C)[N-][Si](C)(C)C.[Li+] (lithium bis(trimethylsilyl)amide). Run at time 1 hour. Yields the product C(CCC)C1=CC=C(C=C1)C1(CC1)C(=O)OC (Methyl 1-(4-butylphenyl)cyclopropanecarboxylate). Reaction SMILES: [C:1]([C:5]1[CH:10]=[CH:9][C:8]([CH2:11][C:12]([O:14][CH3:15])=[O:13])=[CH:7][CH:6]=1)([CH3:4])(C)C.Br[CH2:17][CH2:18]Cl.[CH2:20]1COC[CH2:21]1>C[Si]([N-][Si](C)(C)C)(C)C.[Li+]>[CH2:1]([C:5]1[CH:6]=[CH:7][C:8]([C:11]2([C:12]([O:14][CH3:15])=[O:13])[CH2:18][CH2:17]2)=[CH:9][CH:10]=1)[CH2:4][CH2:20][CH3:21] |f:3.4|. Reported procedure: 4 g (19.4 mmol) of Methyl 4-tert-butylphenylacetate, 39 mg (1.0 m, 2 Eq.) of lithium bis(trimethylsilyl)amide, and 3 g (2 Eq.) of 1-bromo-2-chloroethane in 100 mL dry THF were reacted as described in Preparation 11, except that the reaction mixture was stirred for one hour at ambient temperature before work-up. This reaction yielded 4.21 g of a brown oil. This material was purified via silica gel chromatography eluting with a gradient solvent of hexane to hexane/EtOAc 19:1 to yield the title com... Starting materials: ice water, O=C1C(CC2=CC(=C(C(=C12)Cl)Cl)OCC#N)(C1=CC=CC=C1)C ((1-oxo-2-methyl-2-phenyl-6,7-dichloro-5-indanyloxy)acetonitrile), C(C)(=O)O (acetic acid), S(O)(O)(=O)=O (sulfuric acid). The solvent is O (water). Yields the product O=C1C(CC2=CC(=C(C(=C12)Cl)Cl)OCC(=O)O)(C1=CC=CC=C1)C ((1-oxo-2-methyl-2-phenyl-6,7-dichloro-5-indanyloxy)acetic acid). Reaction SMILES: [O:1]=[C:2]1[C:10]2[C:5](=[CH:6][C:7]([O:13]CC#N)=[C:8]([Cl:12])[C:9]=2[Cl:11])[CH2:4][C:3]1([CH3:23])[C:17]1[CH:22]=[CH:21][CH:20]=[CH:19][CH:18]=1.[C:24]([OH:27])(=[O:26])[CH3:25].S(=O)(=O)(O)O>O>[O:1]=[C:2]1[C:10]2[C:5](=[CH:6][C:7]([O:13][CH2:25][C:24]([OH:27])=[O:26])=[C:8]([Cl:12])[C:9]=2[Cl:11])[CH2:4][C:3]1([CH3:23])[C:17]1[CH:22]=[CH:21][CH:20]=[CH:19][CH:18]=1. Reported procedure: A mixture of (1-oxo-2-methyl-2-phenyl-6,7-dichloro-5-indanyloxy)acetonitrile (3.0 g.), Example 19, Step A, acetic acid (20 ml.), water (5 ml.) and concentrated sulfuric acid (5 ml.) is refluxed for 2 hours then poured into ice-water (100 ml.) affording 2.5 g. of (1-oxo-2-methyl-2-phenyl-6,7-dichloro-5-indanyloxy)acetic acid which melts at 168°-169° C. after recrystallization from acetic acid.